This data is from the Open Reaction Database (ORD), a public repository of structured organic reaction records. The task is: describe an organic reaction: reactants, conditions, products, and yield The product is CC1=C(C2=C3C4=C1O[C@@](C4=O)(O/C=C/[C@@H]([C@H]([C@H]([C@@H]([C@@H]([C@@H]([C@H]([C@H](/C=C/C=C(\C(=O)NC(=C2O)C(=C3O)/C=N/N5CCN(CC5)C)/C)C)O)C)O)C)OC(=O)C)C)OC)C)O (rifampicin). Reactants: CC1=C(C2=C3C4=C1O[C@@](C4=O)(O/C=C/[C@@H]([C@H]([C@H]([C@@H]([C@@H]([C@@H]([C@H]([C@H](/C=C/C=C(\C(=O)NC(=CC3=O)C2=O)/C)C)O)C)O)C)OC(=O)C)C)OC)C)O (Rifamycin S), NN1CCN(CC1)C (1-amino-4-methylpiperazine), CN(C=O)C (dimethylformamide), C(C)(C)(C)N1CN(CN(C1)C(C)(C)C)C(C)(C)C (1,3,5-tri-(tert.-butyl)-hexahydro-1,3,5-triazine). As a reaction SMILES: [CH3:1][C:2]1[C:7]2[O:8][C@:9]3([CH3:49])[O:12][CH:13]=[CH:14][C@H:15]([O:47][CH3:48])[C@@H:16]([CH3:46])[C@@H:17]([O:42][C:43]([CH3:45])=[O:44])[C@H:18]([CH3:41])[C@H:19]([OH:40])[C@H:20]([CH3:39])[C@@H:21]([OH:38])[C@@H:22]([CH3:37])[CH:23]=[CH:24][CH:25]=[C:26]([CH3:36])[C:27]([NH:29][C:30]4[C:34](=[O:35])[C:4](=[C:5]([C:32](=[O:33])[CH:31]=4)[C:6]=2[C:10]3=[O:11])[C:3]=1[OH:50])=[O:28].[CH3:51]N(C)C=O.C(N1CN(C(C)(C)C)CN(C(C)(C)C)C1)(C)(C)C.[NH2:74][N:75]1[CH2:80][CH2:79][N:78]([CH3:81])[CH2:77][CH2:76]1>C(O)(=O)C>[CH3:1][C:2]1[C:7]2[O:8][C@:9]3([CH3:49])[O:12][CH:13]=[CH:14][C@H:15]([O:47][CH3:48])[C@@H:16]([CH3:46])[C@@H:17]([O:42][C:43]([CH3:45])=[O:44])[C@H:18]([CH3:41])[C@H:19]([OH:40])[C@H:20]([CH3:39])[C@@H:21]([OH:38])[C@@H:22]([CH3:37])[CH:23]=[CH:24][CH:25]=[C:26]([CH3:36])[C:27]([NH:29][C:30]4[C:31](/[CH:51]=[N:74]/[N:75]5[CH2:80][CH2:79][N:78]([CH3:81])[CH2:77][CH2:76]5)=[C:32]([OH:33])[C:5]([C:6]=2[C:10]3=[O:11])=[C:4]([C:34]=4[OH:35])[C:3]=1[OH:50])=[O:28]. Solvent: C(C)(=O)O (acetic acid). Reaction conditions: time 3 hour. Reported procedure: 15 g. Rifamycin S are dissolved in 50 ml. dimethylformamide and 5.5 g. 1,3,5-tri-(tert.-butyl)-hexahydro-1,3,5-triazine are added to the solution. The reaction mixture is then kept at 75° C. for about 3 hours and 1-amino-4-methylpiperazine, acidified with acetic acid, added directly according to the procedure described in Example 1, followed by analogous working up to give substantially pure rifampicin.